Dataset: the Open Reaction Database (ORD), a public repository of structured organic reaction records. Task: describe an organic reaction: reactants, conditions, products, and yield Reactants: CCN(CC)S(F)(F)F, CCOC(C)=O, ClCCl, O, O=C(CNC(=O)c1cccc(C(F)(F)F)c1)NC1CCN(C2CCC(O)(c3nccs3)CC2)C1. Product: O=C(CNC(=O)c1cccc(C(F)(F)F)c1)NC1CCN(C2CCC(F)(c3nccs3)CC2)C1. RXN SMILES: [CH2:1]([N:2]([S:3]([F:4])([F:5])[F:7])[CH2:6][CH3:8])[CH3:9].[CH3:45][CH2:46][O:47][C:48]([CH3:49])=[O:50].[Cl:51][CH2:52][Cl:53].[OH2:44].[OH:10][C:11]1([c:39]2[s:40][cH:41][cH:42][n:43]2)[CH2:12][CH2:13][CH:14]([N:17]2[CH2:18][CH:19]([NH:22][C:23]([CH2:24][NH:25][C:26]([c:27]3[cH:28][c:29]([C:33]([F:34])([F:35])[F:36])[cH:30][cH:31][cH:32]3)=[O:37])=[O:38])[CH2:20][CH2:21]2)[CH2:15][CH2:16]1>>[F:7][C:11]1([c:39]2[s:40][cH:41][cH:42][n:43]2)[CH2:12][CH2:13][CH:14]([N:17]2[CH2:18][CH:19]([NH:22][C:23]([CH2:24][NH:25][C:26]([c:27]3[cH:28][c:29]([C:33]([F:34])([F:35])[F:36])[cH:30][cH:31][cH:32]3)=[O:37])=[O:38])[CH2:20][CH2:21]2)[CH2:15][CH2:16]1.